This data is from the Open Reaction Database (ORD), a public repository of structured organic reaction records. The task is: describe an organic reaction: reactants, conditions, products, and yield Reactants: OC1=C2C=CC=NC2=CC=C1 (5-hydroxyquinoline), [H-].[Na+] (sodium hydride), COCCl (methoxymethyl chloride). The solvent is CN(C=O)C (dimethylformamide), O (water). Reaction conditions: temperature 0 celsius, time 15 minute. The product is COCOC1=C2C=CC=NC2=CC=C1 (5-Methoxymethoxyquinoline). RXN SMILES: [OH:1][C:2]1[CH:11]=[CH:10][CH:9]=[C:8]2[C:3]=1[CH:4]=[CH:5][CH:6]=[N:7]2.[H-].[Na+].[CH3:14][O:15][CH2:16]Cl>CN(C)C=O.O>[CH3:14][O:15][CH2:16][O:1][C:2]1[CH:11]=[CH:10][CH:9]=[C:8]2[C:3]=1[CH:4]=[CH:5][CH:6]=[N:7]2 |f:1.2|. Reported procedure: A solution of 5-hydroxyquinoline (10.3 g) in dimethylformamide (140 ml) was ice-cooled. To the solution was added sodium hydride (3.0 g, 62.6% in oil) and the mixture was stirred at 0° C. for 15 minutes. To the reaction mixture was added methoxymethyl chloride (6.5 ml) and then the mixture was stirred at 0° C. for 2 hours. To the reaction mixture was added ice. The reaction mixture was stirred and then diluted with water. The aqueous layer was extracted with ethyl acetate. The combined organic l... The product is NC1=CC(=C(C(=O)NCC2CN(CC2)CCCNC(=O)C2=CN(C3=CC=CC=C23)C)C=C1Cl)OC (N-(3-(3-(4-amino-5-chloro-2-methoxybenzoylaminomethyl)pyrrolidin-1-yl)propyl)-1-methyl-1H-indole-3-carboxamide). As a reaction SMILES: C(O[C:6]([NH:8][CH2:9][CH:10]1[CH2:14][CH2:13][N:12]([CH2:15][CH2:16][CH2:17][NH:18][C:19]([C:21]2[C:29]3[C:24](=[CH:25][CH:26]=[CH:27][CH:28]=3)[N:23]([CH3:30])[CH:22]=2)=[O:20])[CH2:11]1)=[O:7])(C)(C)C.[NH2:31][C:32]1[C:40]([Cl:41])=[CH:39][C:35](C(O)=O)=[C:34]([O:42][CH3:43])[CH:33]=1>>[NH2:31][C:32]1[C:40]([Cl:41])=[CH:39][C:35]([C:6]([NH:8][CH2:9][CH:10]2[CH2:14][CH2:13][N:12]([CH2:15][CH2:16][CH2:17][NH:18][C:19]([C:21]3[C:29]4[C:24](=[CH:25][CH:26]=[CH:27][CH:28]=4)[N:23]([CH3:30])[CH:22]=3)=[O:20])[CH2:11]2)=[O:7])=[C:34]([O:42][CH3:43])[CH:33]=1. Starting materials: C(C)(C)(C)OC(=O)NCC1CN(CC1)CCCNC(=O)C1=CN(C2=CC=CC=C12)C (N-(3-(3-tert-Butoxycarbonylaminomethylpyrrolidin-1-yl)propyl)-1-methyl-1 H-indole-3-carboxamide), NC1=CC(=C(C(=O)O)C=C1Cl)OC (4-amino-5-chloro-2-methoxybenzoic acid). Procedure details: N-(3-(3-tert-Butoxycarbonylaminomethylpyrrolidin-1-yl)propyl)-1-methyl-1 H-indole-3-carboxamide (0.44 g) as starting compound was reacted and treated in the same manner as in Example 67 using 4-amino-5-chloro-2-methoxybenzoic acid (0.26 g) to give N-(3-(3-(4-amino-5-chloro-2-methoxybenzoylaminomethyl)pyrrolidin-1-yl)propyl)-1-methyl-1H-indole-3-carboxamide. Starting materials: CC1(OC2=C(C(=C(C=C2CC1)O)C)C)C (2,2,7,8-tetramethyl-chroman-6-ol), B(F)(F)F (boron trifluoride), CC(C)(C=C)O (2-methyl-but-3-en-2-ol). The solvent is O1CCOCC1 (dioxane). Run at time 3 minute. Yields the product CC1(OC2=C(C(=C(C(=C2CC1)CC=C(C)C)O)C)C)C (2,2,7,8-tetramethyl-5-(3-methyl-but-2-enyl)-chroman-6-ol). The yield is 60.0%. Reaction SMILES: [CH3:1][C:2]1([CH3:15])[CH2:11][CH2:10][C:9]2[C:4](=[C:5]([CH3:14])[C:6]([CH3:13])=[C:7]([OH:12])[CH:8]=2)[O:3]1.B(F)(F)F.[CH3:20][C:21](O)([CH:23]=[CH2:24])[CH3:22]>O1CCOCC1>[CH3:1][C:2]1([CH3:15])[CH2:11][CH2:10][C:9]2[C:4](=[C:5]([CH3:14])[C:6]([CH3:13])=[C:7]([OH:12])[C:8]=2[CH2:24][CH:23]=[C:21]([CH3:22])[CH3:20])[O:3]1. Procedure: To a solution of 2,2,7,8-tetramethyl-chroman-6-ol (305 mg, 1.39 mmol), in 5 mL dry dioxane was added boron trifluoride (296 mg, 2.1 mmol). It was stirred for 3 min followed by dropwise addition of 2-methyl-but-3-en-2-ol solution (143 mg, 1.66 mmol, in 3 mL of dioxane). The reaction was allowed to stir for 5 h at RT before quenching on to ice (80 g). The mixture was extracted with DCM (3×50 mL) and the combined organic layers were dried over Na2SO4 and concentrated under reduced pressure. The cru... The reactants are CC(Br)c1ccccc1, C1CCOC1, NN, O. Product: CC(NN)c1ccccc1. Reaction SMILES: [Br:1][CH:2]([CH3:3])[c:4]1[cH:5][cH:6][cH:7][cH:8][cH:9]1.[CH2:13]1[O:14][CH2:15][CH2:16][CH2:17]1.[NH2:11][NH2:12].[OH2:10]>>[CH:2]([CH3:3])([c:4]1[cH:5][cH:6][cH:7][cH:8][cH:9]1)[NH:11][NH2:12]. Starting materials: NC=1C=CC2=C(N(C(CCC2(C)C)=O)CCOC)C1 (8-Amino-1-(2-methoxy-ethyl)-5,5-dimethyl-1,3,4,5-tetrahydro-benzo[b]azepin-2-one), ClC1=NC=C(C(=N1)NC1=C(C(=O)NC)C=CC=C1)Cl (2-(2,5-Dichloro-pyrimidin-4-ylamino)-N-methyl-benzamide). The product is ClC=1C(=NC(=NC1)NC=1C=CC2=C(N(C(CCC2(C)C)=O)CCOC)C1)NC1=C(C(=O)NC)C=CC=C1 (2-{5-Chloro-2-[1-(2-methoxy-ethyl)-5,5-dimethyl-2-oxo-2,3,4,5-tetrahydro-1H-benzo[b]azepin-8-ylamino]-pyrimidin-4-ylamino}-N-methyl-benzamide), solid. Isolated yield 2.4%. Reaction SMILES: [NH2:1][C:2]1[CH:3]=[CH:4][C:5]2[C:11]([CH3:13])([CH3:12])[CH2:10][CH2:9][C:8](=[O:14])[N:7]([CH2:15][CH2:16][O:17][CH3:18])[C:6]=2[CH:19]=1.Cl[C:21]1[N:26]=[C:25]([NH:27][C:28]2[CH:37]=[CH:36][CH:35]=[CH:34][C:29]=2[C:30]([NH:32][CH3:33])=[O:31])[C:24]([Cl:38])=[CH:23][N:22]=1>>[Cl:38][C:24]1[C:25]([NH:27][C:28]2[CH:37]=[CH:36][CH:35]=[CH:34][C:29]=2[C:30]([NH:32][CH3:33])=[O:31])=[N:26][C:21]([NH:1][C:2]2[CH:3]=[CH:4][C:5]3[C:11]([CH3:13])([CH3:12])[CH2:10][CH2:9][C:8](=[O:14])[N:7]([CH2:15][CH2:16][O:17][CH3:18])[C:6]=3[CH:19]=2)=[N:22][CH:23]=1. Reported procedure: The title compound was prepared with a procedure analogous to that used to prepare example 381 by combining 8-Amino-1-(2-methoxy-ethyl)-5,5-dimethyl-1,3,4,5-tetrahydro-benzo[b]azepin-2-one and 2-(2,5-Dichloro-pyrimidin-4-ylamino)-N-methyl-benzamide to yield a light yellow solid (2.4%). LCMS: m/z=523.17 (M+H+), 1H NMR (400 MHz, CDCl3) δ 11.02 (bs, 1H), 8.55 (d, 3H, J=8.6 Hz), 8.09 (s, 1H), 7.77 (d, 1H, J=8.0 Hz), 7.52 (d, 1H, J=7.6 Hz), 7.37 (m, 3H), 7.27 (m, 1H), 7.09 (m, 1H), 6.82 (bs, 1H), 3.5...